This data is from the Open Reaction Database (ORD), a public repository of structured organic reaction records. The task is: describe an organic reaction: reactants, conditions, products, and yield The reactants are CC(C)C(NC(=O)CCCCCN1C(=O)C=CC1=O)C(=O)NC(CCCNC(N)=O)C(=O)Nc1ccc(COC(=O)Oc2ccc([N+](=O)[O-])cc2)cc1, CCOCC, CS(C)=O, CC(C)(C)OC(=O)N1CCNCC1. The product is CC(C)C(NC(=O)CCCCCN1C(=O)C=CC1=O)C(=O)NC(CCCNC(N)=O)C(=O)Nc1ccc(COC(=O)N2CCN(C(=O)OC(C)(C)C)CC2)cc1. Reaction SMILES: [C:1]([O:2][CH2:3][c:4]1[cH:5][cH:6][c:7]([NH:10][C:11]([CH:12]([CH2:13][CH2:14][CH2:15][NH:16][C:17](=[O:18])[NH2:19])[NH:20][C:21]([CH:22]([CH:23]([CH3:24])[CH3:25])[NH:26][C:27]([CH2:28][CH2:29][CH2:30][CH2:31][CH2:32][N:33]2[C:34](=[O:39])[CH:35]=[CH:36][C:37]2=[O:38])=[O:40])=[O:41])=[O:42])[cH:8][cH:9]1)([O:43][c:44]1[cH:45][cH:46][c:47]([N+:48]([O-:49])=[O:50])[cH:51][cH:52]1)=[O:53].[CH3:67][CH2:68][O:69][CH2:70][CH3:71].[CH3:72][S:73]([CH3:74])=[O:75].[N:54]1([C:60](=[O:61])[O:62][C:63]([CH3:64])([CH3:65])[CH3:66])[CH2:55][CH2:56][NH:57][CH2:58][CH2:59]1>>[C:1]([O:2][CH2:3][c:4]1[cH:5][cH:6][c:7]([NH:10][C:11]([CH:12]([CH2:13][CH2:14][CH2:15][NH:16][C:17](=[O:18])[NH2:19])[NH:20][C:21]([CH:22]([CH:23]([CH3:24])[CH3:25])[NH:26][C:27]([CH2:28][CH2:29][CH2:30][CH2:31][CH2:32][N:33]2[C:34](=[O:39])[CH:35]=[CH:36][C:37]2=[O:38])=[O:40])=[O:41])=[O:42])[cH:8][cH:9]1)(=[O:53])[N:57]1[CH2:56][CH2:55][N:54]([C:60](=[O:61])[O:62][C:63]([CH3:64])([CH3:65])[CH3:66])[CH2:59][CH2:58]1. Reactants: COCCCCCCCOS(=O)(=O)c1ccc(C)cc1, CCOC(C)=O, CN(C)C=O, [H-], [Na+], OC1CCC2(CC1)OCCO2, O. The product is COCCCCCCCOC1CCC2(CC1)OCCO2. Reaction SMILES: [CH3:14][c:15]1[cH:16][cH:17][c:18]([S:19]([O:20][CH2:25][CH2:26][CH2:27][CH2:28][CH2:29][CH2:30][CH2:31][O:32][CH3:33])(=[O:21])=[O:22])[cH:23][cH:24]1.[CH3:34][CH2:35][O:36][C:37](=[O:38])[CH3:39].[CH3:40][N:41]([CH3:42])[CH:43]=[O:44].[H-:12].[Na+:13].[O:1]1[CH2:2][CH2:3][O:4][C:5]12[CH2:6][CH2:7][CH:8]([OH:11])[CH2:9][CH2:10]2.[OH2:45]>>[O:1]1[CH2:2][CH2:3][O:4][C:5]12[CH2:6][CH2:7][CH:8]([O:11][CH2:25][CH2:26][CH2:27][CH2:28][CH2:29][CH2:30][CH2:31][O:32][CH3:33])[CH2:9][CH2:10]2. The reactants are C[Si](C=1OC=C(C1)\C=C(/CCCCCCCCCCC)\C(=O)OC)(C)C ((E)-1-(2-trimethylsilyl-4-furyl)-2-carbomethoxytridec-1-ene). Procedure details: A solution of (E)-1-(2-trimethylsilyl-4-furyl)-2-carbomethoxytridec-1-ene (133 mg, 0.35 mmole) in ethyl acetate (20 ml) was hydrogenated over 5% rhodium on alumina (ca 10 mg) at room temperature for 3 days. The mixture was filtered through celite and the filtrate on evaporation gave an oil which was purified by preparative TLC (20×20 cm, 1000μ silica plate; developed with 10% ethyl ether/hexane). The title ester was obtained as a colorless oil. The reagents and catalysts are [Rh] (rhodium on alumina). As a reaction SMILES: [CH3:1][Si:2]([CH3:26])([CH3:25])[C:3]1[O:4][CH:5]=[C:6](/[CH:8]=[C:9](/[C:21]([O:23][CH3:24])=[O:22])\[CH2:10][CH2:11][CH2:12][CH2:13][CH2:14][CH2:15][CH2:16][CH2:17][CH2:18][CH2:19][CH3:20])[CH:7]=1>C(OCC)(=O)C.[Rh]>[C:21]([CH:9]([CH2:10][CH2:11][CH2:12][CH2:13][CH2:14][CH2:15][CH2:16][CH2:17][CH2:18][CH2:19][CH3:20])[CH2:8][C:6]1[CH:7]=[C:3]([Si:2]([CH3:26])([CH3:1])[CH3:25])[O:4][CH:5]=1)([O:23][CH3:24])=[O:22]. Yields the product C(=O)(OC)C(CC=1C=C(OC1)[Si](C)(C)C)CCCCCCCCCCC (4-(2-carbomethoxytridecyl)-2-trimethylsilylfuran). The solvent is C(C)(=O)OCC (ethyl acetate). The reactants are FC1=C(CCl)C=CC=C1 (2-fluorobenzyl chloride), C(C1=CC=CC=C1)C1(CCC(CC1)=O)N(C)C (4-benzyl-4-dimethylaminocyclohexanone), [Cl-].[NH4+] (ammonium chloride), [Mg] (magnesium). Run in C(C)OCC (diethyl ether), C(C)OCC (diethyl ether), C(C)OCC (diethyl ether). Run at time 1 hour. Product: C(C1=CC=CC=C1)C1(CCC(CC1)(O)CC1=C(C=CC=C1)F)N(C)C (4-benzyl-4-dimethylamino-1-(2-fluorobenzyl)cyclohexanol), Cl.C(C1=CC=CC=C1)C1(CCC(CC1)(O)CC1=C(C=CC=C1)F)N(C)C (4-Benzyl-4-dimethylamino-1-(2-fluorobenzyl)cyclohexanol hydrochloride). The yield is 86.0%. Reaction SMILES: [Mg].[F:2][C:3]1[CH:10]=[CH:9][CH:8]=[CH:7][C:4]=1[CH2:5][Cl:6].[CH2:11]([C:18]1([N:25]([CH3:27])[CH3:26])[CH2:23][CH2:22][C:21](=[O:24])[CH2:20][CH2:19]1)[C:12]1[CH:17]=[CH:16][CH:15]=[CH:14][CH:13]=1.[Cl-].[NH4+]>C(OCC)C>[CH2:11]([C:18]1([N:25]([CH3:26])[CH3:27])[CH2:23][CH2:22][C:21]([CH2:5][C:4]2[CH:7]=[CH:8][CH:9]=[CH:10][C:3]=2[F:2])([OH:24])[CH2:20][CH2:19]1)[C:12]1[CH:17]=[CH:16][CH:15]=[CH:14][CH:13]=1.[ClH:6].[CH2:11]([C:18]1([N:25]([CH3:26])[CH3:27])[CH2:23][CH2:22][C:21]([CH2:5][C:4]2[CH:7]=[CH:8][CH:9]=[CH:10][C:3]=2[F:2])([OH:24])[CH2:20][CH2:19]1)[C:12]1[CH:17]=[CH:16][CH:15]=[CH:14][CH:13]=1 |f:3.4,7.8|. Procedure: 757 mg magnesium were stirred into 15 ml analytical grade diethyl ether under a nitrogen atmosphere and approximately one third of the solution of 4.05 g 2-fluorobenzyl chloride in 15 ml analytical grade diethyl ether was added. The remainder of the solution was rapidly added dropwise after the Grignard formation had started, and when the addition had ended the mixture was subsequently stirred for one hour, 3.60 g 4-benzyl-4-dimethylaminocyclohexanone, dissolved in 40 ml analytical grade diethyl...